Dataset: the Open Reaction Database (ORD), a public repository of structured organic reaction records. Task: describe an organic reaction: reactants, conditions, products, and yield The reactants are C(C1=CC=CC=C1)ON1[C@@H]2CC[C@H](N(C1=O)C2)C(=O)O ((2S,5R)-6-(Benzyloxy)-7-oxo-1,6-diazabicyclo[3.2.1]octane-2-carboxylic acid), C(C)(C)(C)OC(N(C(C)C)CCON)=O (tert-butyl(2-(aminooxy)ethyl)(isopropyl)carbamate). Yields the product C(C)(C)(C)OC(N(C(C)C)CCONC(=O)[C@H]1N2C(N([C@H](CC1)C2)OCC2=CC=CC=C2)=O)=O (tert-Butyl{2-[({[(2S,5R)-6-benzyloxy-7-oxo-1,6-diazabicyclo[3.2.1]oct-2-yl]carbonyl}amino)oxy]ethyl}propan-2-ylcarbamate). Yield: 80.9%. RXN SMILES: [CH2:1]([O:8][N:9]1[C:15](=[O:16])[N:14]2[CH2:17][C@H:10]1[CH2:11][CH2:12][C@H:13]2[C:18]([OH:20])=O)[C:2]1[CH:7]=[CH:6][CH:5]=[CH:4][CH:3]=1.[C:21]([O:25][C:26](=[O:35])[N:27]([CH2:31][CH2:32][O:33][NH2:34])[CH:28]([CH3:30])[CH3:29])([CH3:24])([CH3:23])[CH3:22]>>[C:21]([O:25][C:26](=[O:35])[N:27]([CH2:31][CH2:32][O:33][NH:34][C:18]([C@@H:13]1[CH2:12][CH2:11][C@@H:10]2[CH2:17][N:14]1[C:15](=[O:16])[N:9]2[O:8][CH2:1][C:2]1[CH:3]=[CH:4][CH:5]=[CH:6][CH:7]=1)=[O:20])[CH:28]([CH3:30])[CH3:29])([CH3:22])([CH3:24])[CH3:23]. Procedure details: Following a procedure analogous to Example 45, from the carboxylic acid (6b, 414 mg, 1.50 mmol) of Example 9 or 16 and tert-butyl(2-(aminooxy)ethyl)(isopropyl)carbamate (596 mg) described in Reference Example 17, 578.4 mg of the title compound was afforded (yield 81%). Reactants: CCOC(=O)c1nc(CC)ccc1Nc1cncnc1, Cc1csc(N)n1. Yields the product CCc1ccc(Nc2cncnc2)c(C(=O)Nc2nc(C)cs2)n1. RXN SMILES: [CH2:1]([O:2][C:4](=[O:5])[c:6]1[n:7][c:8]([CH2:19][CH3:20])[cH:9][cH:10][c:11]1[NH:12][c:13]1[cH:14][n:15][cH:16][n:17][cH:18]1)[CH3:3].[NH2:21][c:22]1[s:23][cH:24][c:25]([CH3:27])[n:26]1>>[C:4](=[O:5])([c:6]1[n:7][c:8]([CH2:19][CH3:20])[cH:9][cH:10][c:11]1[NH:12][c:13]1[cH:14][n:15][cH:16][n:17][cH:18]1)[NH:21][c:22]1[s:23][cH:24][c:25]([CH3:27])[n:26]1.